From a dataset of the Open Reaction Database (ORD), a public repository of structured organic reaction records. describe an organic reaction: reactants, conditions, products, and yield Starting materials: CO, CN(C)CC1CCCCN1Cc1ccccc1, Cl. The product is CN(C)CC1CCCCN1, Cl. RXN SMILES: [CH3:19][OH:20].[CH3:1][N:2]([CH2:3][CH:4]1[N:5]([CH2:10][c:11]2[cH:12][cH:13][cH:14][cH:15][cH:16]2)[CH2:6][CH2:7][CH2:8][CH2:9]1)[CH3:17].[ClH:18]>>[CH3:1][N:2]([CH2:3][CH:4]1[NH:5][CH2:6][CH2:7][CH2:8][CH2:9]1)[CH3:17].[ClH:18].